The task is: describe an organic reaction: reactants, conditions, products, and yield. This data is from the Open Reaction Database (ORD), a public repository of structured organic reaction records. The reactants are ClC1=NC=CC2=C1CN(C2=O)CC2=CC(=C(C=C2)OCC(F)(F)F)Cl (4-chloro-2-(3-chloro-4-(2,2,2-trifluoroethoxy)benzyl)-2,3-dihydro-1H-pyrrolo[3,4-c]pyridin-1-one), C(=O)OC1=CC=CC=C1 (phenyl formate). The product is ClC=1C=C(CN2CC=3C(=NC=CC3C2=O)C(=O)OC2=CC=CC=C2)C=CC1OCC(F)(F)F (phenyl 2-(3-chloro-4-(2,2,2-trifluoroethoxy)benzyl)-1-oxo-2,3-dihydro-1H-pyrrolo[3,4-c]pyridine-4-carboxylate). Isolated yield 49.0%. As a reaction SMILES: Cl[C:2]1[C:7]2[CH2:8][N:9]([CH2:12][C:13]3[CH:18]=[CH:17][C:16]([O:19][CH2:20][C:21]([F:24])([F:23])[F:22])=[C:15]([Cl:25])[CH:14]=3)[C:10](=[O:11])[C:6]=2[CH:5]=[CH:4][N:3]=1.[CH:26]([O:28][C:29]1[CH:34]=[CH:33][CH:32]=[CH:31][CH:30]=1)=[O:27]>>[Cl:25][C:15]1[CH:14]=[C:13]([CH:18]=[CH:17][C:16]=1[O:19][CH2:20][C:21]([F:24])([F:23])[F:22])[CH2:12][N:9]1[C:10](=[O:11])[C:6]2[CH:5]=[CH:4][N:3]=[C:2]([C:26]([O:28][C:29]3[CH:34]=[CH:33][CH:32]=[CH:31][CH:30]=3)=[O:27])[C:7]=2[CH2:8]1. Reported procedure: The title compound is prepared in 49% yield (180 mg, brown solid) from 4-chloro-2-(3-chloro-4-(2,2,2-trifluoroethoxy)benzyl)-2,3-dihydro-1H-pyrrolo[3,4-c]pyridin-1-one (300 mg, 0.76 mmol, Intermediate-71) and phenyl formate (190 mg, 1.5 mmol) in a similar manner to Intermediate-91. The reactants are C(C)(=O)OCC=C(SCCCCCC)F (3-fluoro-3-hexylthio-2-propenyl acetate), ClC1=CC(=CC=C1)C(=O)OO (m-chloroperbenzoic acid), C(=O)([O-])[O-].[Na+].[Na+] (Na2CO3). Run in C(Cl)Cl (methylene chloride), C(Cl)Cl (methylene chloride). The product is C(C)(=O)OCC=C(S(=O)CCCCCC)F (3-fluoro-3-hexylsulfinyl2-propenyl acetate). As a reaction SMILES: [C:1]([O:4][CH2:5][CH:6]=[C:7]([F:15])[S:8][CH2:9][CH2:10][CH2:11][CH2:12][CH2:13][CH3:14])(=[O:3])[CH3:2].ClC1C=CC=C(C(OO)=[O:24])C=1.C([O-])([O-])=O.[Na+].[Na+]>C(Cl)Cl>[C:1]([O:4][CH2:5][CH:6]=[C:7]([F:15])[S:8]([CH2:9][CH2:10][CH2:11][CH2:12][CH2:13][CH3:14])=[O:24])(=[O:3])[CH3:2] |f:2.3.4|. Procedure: To a solution of 3-fluoro-3-hexylthio-2-propenyl acetate (0.36 g, 1.5 mmol) in 5 ml of methylene chloride is added m-chloroperbenzoic acid (0.34 g, 1.7 mmol) at 5°. After the reaction is complete, the reaction mixture is diluted with methylene chloride, poured into aqueous saturated Na2CO3, extracted with methylene chloride (2X), washed with brine, dried and stripped of solvent to give 3-fluoro-3-hexylsulfinyl2-propenyl acetate. The product is purified by prep. TLC on silica gel eluting with 40%... Starting materials: O1COC2=C1C=CC(=C2)CN (benzo[d][1,3]dioxol-5-ylmethanamine), BrC1=CN2C(S1)=NC(=C2)C(=O)O (2-bromoimidazo[2,1-b]thiazole-6-carboxylic acid). Product: O1COC2=C1C=CC(=C2)CNC(=O)C=2N=C1SC(=CN1C2)Br (N-(Benzo[d][1,3]dioxol-5-ylmethyl)-2-bromoimidazo[2,1-b]thiazole-6-carboxamide). Procedure: The title compound was prepared by essentially following the same procedures described for Intermediate XLIV, using benzo[d][1,3]dioxol-5-ylmethanamine and 2-bromoimidazo[2,1-b]thiazole-6-carboxylic acid as starting materials. RXN SMILES: [O:1]1[C:5]2[CH:6]=[CH:7][C:8]([CH2:10][NH2:11])=[CH:9][C:4]=2[O:3][CH2:2]1.[Br:12][C:13]1[S:17][C:16]2=[N:18][C:19]([C:21](O)=[O:22])=[CH:20][N:15]2[CH:14]=1>>[O:1]1[C:5]2[CH:6]=[CH:7][C:8]([CH2:10][NH:11][C:21]([C:19]3[N:18]=[C:16]4[N:15]([CH:20]=3)[CH:14]=[C:13]([Br:12])[S:17]4)=[O:22])=[CH:9][C:4]=2[O:3][CH2:2]1. The reactants are C(C)(C)[N-]C(C)C.[Li+] (Lithiumdiisopropylamide), COC(CC1=C(C=CC(=C1)OC)Cl)=O (2-Chloro-5-methoxy-benzeneacetic acid methyl ester), IC (Iodomethane). Run in C1CCOC1 (THF). Reaction conditions: temperature -78 celsius, time 30 minute. Yields the product COC(C(C)C1=C(C=CC(=C1)OC)Cl)=O (2-(2-Chloro-5-methoxy-phenyl)-propionic acid methyl ester). As a reaction SMILES: [CH3:1][O:2][C:3](=[O:14])[CH2:4][C:5]1[CH:10]=[C:9]([O:11][CH3:12])[CH:8]=[CH:7][C:6]=1[Cl:13].[CH:15]([N-]C(C)C)(C)C.[Li+].IC>C1COCC1>[CH3:1][O:2][C:3](=[O:14])[CH:4]([C:5]1[CH:10]=[C:9]([O:11][CH3:12])[CH:8]=[CH:7][C:6]=1[Cl:13])[CH3:15] |f:1.2|. Procedure details: 2-Chloro-5-methoxy-benzeneacetic acid methyl ester (994 mg) was dissolved in THF and cooled to −78° C. Lithiumdiisopropylamide (2M in THF, 3.72 mL) was added drop wise and stirring was continued for 30 minutes. Iodomethane (879 mg, 0.39 mL) was added and stirring was continued for 30 minutes. The cooling bath was removed and the reaction was allowed to warm for 45 minutes. The mixture was poured into water and extracted with ethyl acetate. The organic extract was washed with brine, dried over Na... Yields the product C(=O)NC(C(=O)OCC)=C1CSCSC1 (Ethyl α-formylamino-(4,5-dihydro-1,3-dithiin-5-ylidene)-acetate). Reaction SMILES: [N+:1]([CH2:3][C:4]([O:6][CH2:7][CH3:8])=[O:5])#[C-:2].[S:9]1[CH2:14][C:13](=O)[CH2:12][S:11][CH2:10]1.C(O)(=[O:18])C>O1CCCC1>[CH:2]([NH:1][C:3](=[C:13]1[CH2:12][S:11][CH2:10][S:9][CH2:14]1)[C:4]([O:6][CH2:7][CH3:8])=[O:5])=[O:18]. Reactants: [N+](#[C-])CC(=O)OCC (ethyl isocyanoacetate), S1CSCC(C1)=O (1,3-dithiacyclohexan-5-one), C(C)(=O)O (Acetic acid), potassium tert.-butylate. Conditions: temperature 0 celsius, time 1 hour. Procedure details: A solution of potassium tert.-butylate (27.2 g) in tetrahydrofurane (200 cc) is cooled to 0° C. A solution of ethyl isocyanoacetate (25 g) in tetrahydrofurane (150 cc) is added dropwise. The mixture is stirred for a further one hour at 0° C. and a solution of 1,3-dithiacyclohexan-5-one (29.6 g) in tetrahydrofurane (375 cc) is then added. The reaction mixture is stirred for a further 90 minutes at 0° C. Acetic acid (50 cc) is added and the precipitate is filtered off. The solvents are evaporated ... Run in O1CCCC1 (tetrahydrofurane), O1CCCC1 (tetrahydrofurane), O1CCCC1 (tetrahydrofurane). Reactants: N1N=CC=C1 (pyrazole), CN(C)P(=O)(N(C)C)N(C)C (HMPA), BrC1(CCC1)C(=O)OCC (Ethyl 1-bromocyclobutanecarboxylate), [H-].[Na+] (sodium hydride). Run in CN(C=O)C (N,N-dimethylformamide), O1CCCC1 (tetrahydrofuran), CN(C=O)C (N,N-dimethylformamide), O1CCCC1 (tetrahydrofuran). Reaction conditions: time 2 hour. The product is N1(N=CC=C1)C1(CCC1)C(=O)OCC (ethyl 1-(1H-pyrazol-1-yl)cyclobutanecarboxylate). Yield: 47.2%. Reaction SMILES: [H-].[Na+].[NH:3]1[CH:7]=[CH:6][CH:5]=[N:4]1.Br[C:9]1([C:13]([O:15][CH2:16][CH3:17])=[O:14])[CH2:12][CH2:11][CH2:10]1.CN(P(N(C)C)(N(C)C)=O)C>CN(C)C=O.O1CCCC1>[N:3]1([C:9]2([C:13]([O:15][CH2:16][CH3:17])=[O:14])[CH2:12][CH2:11][CH2:10]2)[CH:7]=[CH:6][CH:5]=[N:4]1 |f:0.1|. Reported procedure: Into a 50 mL round bottom flask was added sodium hydride (60% dispersion in mineral oil, 452 mg, 11 mmol) and anhydrous tetrahydrofuran (18 mL). To the mixture was added pyrazole (511.6 mg, 7.515 mmol) and anhydrous tetrahydrofuran (1 mL). The mixture was stirred at room temperature for 2 h and then cooled to 0° C. Ethyl 1-bromocyclobutanecarboxylate (1.3 mL, 7.5 mmol) was added dropwise. The reaction mixture was stirred at 0° C. for 45 minutes and at room temperature over three days. HMPA (1.35...